describe an organic reaction: reactants, conditions, products, and yield From a dataset of the Open Reaction Database (ORD), a public repository of structured organic reaction records. The reactants are [Cl-], COC(=O)c1ccc(CCC(C=Cc2ccccc2OCCCCCCl)Cc2ccc(C(=O)OC)cc2)cc1, [H-], [NH4+], [Na+], O=C1NCCO1, CN(C)C=O. Product: COC(=O)c1ccc(CCC(C=Cc2ccccc2OCCCCCN2CCOC2=O)Cc2ccc(C(=O)OC)cc2)cc1. As a reaction SMILES: [Cl-:48].[Cl:9][CH2:10][CH2:11][CH2:12][CH2:13][CH2:14][O:15][c:16]1[c:17]([CH:22]=[CH:23][CH:24]([CH2:25][CH2:26][c:27]2[cH:28][cH:29][c:30]([C:31](=[O:32])[O:33][CH3:34])[cH:35][cH:36]2)[CH2:37][c:38]2[cH:39][cH:40][c:41]([C:44](=[O:45])[O:46][CH3:47])[cH:42][cH:43]2)[cH:18][cH:19][cH:20][cH:21]1.[H-:7].[NH4+:49].[Na+:8].[O:1]1[C:2](=[O:6])[NH:3][CH2:4][CH2:5]1.[O:50]=[CH:51][N:52]([CH3:53])[CH3:54]>>[O:1]1[C:2](=[O:6])[N:3]([CH2:10][CH2:11][CH2:12][CH2:13][CH2:14][O:15][c:16]2[c:17]([CH:22]=[CH:23][CH:24]([CH2:25][CH2:26][c:27]3[cH:28][cH:29][c:30]([C:31](=[O:32])[O:33][CH3:34])[cH:35][cH:36]3)[CH2:37][c:38]3[cH:39][cH:40][c:41]([C:44](=[O:45])[O:46][CH3:47])[cH:42][cH:43]3)[cH:18][cH:19][cH:20][cH:21]2)[CH2:4][CH2:5]1.